Dataset: the Open Reaction Database (ORD), a public repository of structured organic reaction records. Task: describe an organic reaction: reactants, conditions, products, and yield Reactants: Cn1c(=O)c(Br)cc2cnc(S(C)(=O)=O)nc21, CN, CCO, CC(C)O. Product: CNc1ncc2cc(Br)c(=O)n(C)c2n1. RXN SMILES: [Br:1][c:2]1[cH:3][c:4]2[c:5]([n:6][c:7]([S:10]([CH3:11])(=[O:12])=[O:13])[n:8][cH:9]2)[n:14]([CH3:17])[c:15]1=[O:16].[CH3:18][NH2:19].[CH3:20][CH2:21][OH:22].[CH:23]([OH:24])([CH3:25])[CH3:26]>>[Br:1][c:2]1[cH:3][c:4]2[c:5]([n:6][c:7]([NH:19][CH3:18])[n:8][cH:9]2)[n:14]([CH3:17])[c:15]1=[O:16]. The reactants are CC(C=C)(C)C=1NC2=CC=CC=C2C1CCN1C(C2=CC=CC=C2C1=O)=O (2-[2-[2-(1,1-dimethyl-2-propenyl)-1H-indol-3-yl]ethyl]-1H-isoindole-1,3(2H)-dione), N2H4.H2O. Solvent: CO.C(Cl)Cl (MeOH CH2Cl2). Reaction conditions: time 8 hour. The product is CC(C=C)(C)C=1NC2=CC=CC=C2C1CCN (2-(1,1-dimethyl-2-propenyl)-1H-indole-3ethanamine). RXN SMILES: [CH3:1][C:2]([C:6]1[NH:7][C:8]2[C:13]([C:14]=1[CH2:15][CH2:16][N:17]1C(=O)C3C(=CC=CC=3)C1=O)=[CH:12][CH:11]=[CH:10][CH:9]=2)([CH3:5])[CH:3]=[CH2:4]>CO.C(Cl)Cl>[CH3:5][C:2]([C:6]1[NH:7][C:8]2[C:13]([C:14]=1[CH2:15][CH2:16][NH2:17])=[CH:12][CH:11]=[CH:10][CH:9]=2)([CH3:1])[CH:3]=[CH2:4] |f:1.2|. Reported procedure: To a solution of 2-[2-[2-(1,1-dimethyl-2-propenyl)-1H-indol-3-yl]ethyl]-1H-isoindole-1,3(2H)-dione (1.10 g, 3.07 mmol) in 3:1 MeOH/CH2Cl2 (20 mL) at rt under argon was added N2H4.H2O (0.52 mL). The reaction mixture was stirred overnight, concentrated in vacuo, diluted with CHCl3, then extracted with H2O. The CHCl3 layer was separated. The H2O layer was extracted further with CHCl3. The combined CHCl3 extracts were washed, dried, filtered, and concentrated to give the title compound: MS (ESI+) m/...